From a dataset of the Open Reaction Database (ORD), a public repository of structured organic reaction records. describe an organic reaction: reactants, conditions, products, and yield Reactants: C(C1=CC=CC=C1)OC1=C(C=CC(=C1)I)N1CC(N(S1(=O)=O)CC[Si](C)(C)C)=O (5-(2-benzyloxy-4-iodophenyl)-1,1-dioxo-2-(2-trimethylsilanylethyl)-1,2,5-thiadiazolidin-3-one), C(CC=C)C1=CC=CC=C1 (but-3-enyl-benzene). Product: OC1=C(C=CC(=C1)CCCCC1=CC=CC=C1)N1CC(NS1(=O)=O)=O (5-[2-Hydroxy-4-(4-phenylbutyl)-phenyl]-1,1-dioxo-1,2,5-thiadiazolidin-3-one). Reaction SMILES: C([O:8][C:9]1[CH:14]=[C:13](I)[CH:12]=[CH:11][C:10]=1[N:16]1[S:20](=[O:22])(=[O:21])[N:19](CC[Si](C)(C)C)[C:18](=[O:29])[CH2:17]1)C1C=CC=CC=1.[CH2:30]([C:34]1[CH:39]=[CH:38][CH:37]=[CH:36][CH:35]=1)[CH2:31][CH:32]=[CH2:33]>>[OH:8][C:9]1[CH:14]=[C:13]([CH2:33][CH2:32][CH2:31][CH2:30][C:34]2[CH:39]=[CH:38][CH:37]=[CH:36][CH:35]=2)[CH:12]=[CH:11][C:10]=1[N:16]1[S:20](=[O:21])(=[O:22])[NH:19][C:18](=[O:29])[CH2:17]1. Procedure details: The title compound is prepared from 5-(2-benzyloxy-4-iodophenyl)-1,1-dioxo-2-(2-trimethylsilanylethyl)-1,2,5-thiadiazolidin-3-one and but-3-enyl-benzene analogous to Example 51: (M−1)−=359. Reactants: [OH-].[Na+] (NaOH), NC=1C=NC=CC1 (3-aminopyridine), NC=1C=2N(C=CN1)C(=NC2C=2NC1=CC=CC=C1C2)[C@@H]2CC[C@H](CC2)C(=O)OC (methyl trans-4-(8-amino-1-(1H-indol-2-yl)imidazo[1,5-a]pyrazin-3-yl)cyclohexanecarboxylate), C[Al](C)C (trimethylaluminum). The solvent is C(C)(=O)OCC (ethyl acetate), C1(=CC=CC=C1)C (toluene), C1(=CC=CC=C1)C (toluene). Run at time 25 minute. The product is NC=1C=2N(C=CN1)C(=NC2C=2NC1=CC=CC=C1C2)[C@@H]2CC[C@H](CC2)C(=O)NC=2C=NC=CC2 (trans-4-(8-Amino-1-(1H-indol-2-yl)imidazo[1,5-a]pyrazin-3-yl)-N-pyridin-3-ylcyclohexanecarboxamide). Reaction SMILES: [NH2:1][C:2]1[CH:3]=[N:4][CH:5]=[CH:6][CH:7]=1.C[Al](C)C.[NH2:12][C:13]1[C:14]2[N:15]([C:19]([C@H:31]3[CH2:36][CH2:35][C@H:34]([C:37](OC)=[O:38])[CH2:33][CH2:32]3)=[N:20][C:21]=2[C:22]2[NH:23][C:24]3[C:29]([CH:30]=2)=[CH:28][CH:27]=[CH:26][CH:25]=3)[CH:16]=[CH:17][N:18]=1.[OH-].[Na+]>C1(C)C=CC=CC=1.C(OCC)(=O)C>[NH2:12][C:13]1[C:14]2[N:15]([C:19]([C@H:31]3[CH2:32][CH2:33][C@H:34]([C:37]([NH:1][C:2]4[CH:3]=[N:4][CH:5]=[CH:6][CH:7]=4)=[O:38])[CH2:35][CH2:36]3)=[N:20][C:21]=2[C:22]2[NH:23][C:24]3[C:29]([CH:30]=2)=[CH:28][CH:27]=[CH:26][CH:25]=3)[CH:16]=[CH:17][N:18]=1 |f:3.4|. Procedure: A suspension of 3-aminopyridine (40 mg, 0.43 mmol) in toluene (1.3 mL) was treated with a 2M toluene solution of trimethylaluminum (0.3 mL, 0.60 mmol). After 25 min, the resulting solution was treated with methyl trans-4-(8-amino-1-(1H-indol-2-yl)imidazo[1,5-a]pyrazin-3-yl)cyclohexanecarboxylate (30 mg, 0.08 mol) and the mixture stirred at rt overnight. The mixture was then stirred with 2M NaOH (20 mL) and ethyl acetate (20 mL) for 10 min., then the organic phase was separated and the aqueous ex... Reactants: C1(=CC=CC=C1)C1=CC=C2CC(NC2=C1)=O (6-Phenyl-2-oxindole), BrC1=CC=C(C(C=O)=C1)O (5-bromosalicylaldehyde). The product is BrC=1C=CC(=C(C=C2C(NC3=CC(=CC=C23)C2=CC=CC=C2)=O)C1)O (3-(5-bromo-2-hydroxybenzylidene)-6-phenyl-1,3-dihydroindol-2-one). Isolated yield 81.6%. Reaction SMILES: [C:1]1([C:7]2[CH:15]=[C:14]3[C:10]([CH2:11][C:12](=[O:16])[NH:13]3)=[CH:9][CH:8]=2)[CH:6]=[CH:5][CH:4]=[CH:3][CH:2]=1.[Br:17][C:18]1[CH:25]=[C:22]([CH:23]=O)[C:21]([OH:26])=[CH:20][CH:19]=1>>[Br:17][C:18]1[CH:19]=[CH:20][C:21]([OH:26])=[C:22]([CH:25]=1)[CH:23]=[C:11]1[C:10]2[C:14](=[CH:15][C:7]([C:1]3[CH:2]=[CH:3][CH:4]=[CH:5][CH:6]=3)=[CH:8][CH:9]=2)[NH:13][C:12]1=[O:16]. Procedure: 6-Phenyl-2-oxindole (50 mg, 0.3 mmol) was condensed with 5-bromosalicylaldehyde (50 mg, 0.25 mmol) using method B to give 80 mg (82%) of 3-(5-bromo-2-hydroxybenzylidene)-6-phenyl-1,3-dihydroindol-2-one as a yellow/orange solid. The reactants are C(CCCCCCCCCC)C1=NOC(=N1)C1=CC=C(C=O)C=C1 (4-(3-undecyl-1,2,4-oxadiazol-5-yl)benzaldehyde), ClC=1C=C(C=CC1Cl)CCN (2-(3,4-dichlorophenyl)ethylamine). Product: ClC=1C=C(C=CC1Cl)CCNCC1=CC=C(C=C1)C1=NC(=NO1)CCCCCCCCCCC (N-[2-(3,4-dichlorophenyl)ethyl]-N-[4-(3-undecyl-1,2,4-oxadiazol-5-yl)benzyl]amine). As a reaction SMILES: [CH2:1]([C:12]1[N:16]=[C:15]([C:17]2[CH:24]=[CH:23][C:20]([CH:21]=O)=[CH:19][CH:18]=2)[O:14][N:13]=1)[CH2:2][CH2:3][CH2:4][CH2:5][CH2:6][CH2:7][CH2:8][CH2:9][CH2:10][CH3:11].[Cl:25][C:26]1[CH:27]=[C:28]([CH2:33][CH2:34][NH2:35])[CH:29]=[CH:30][C:31]=1[Cl:32]>>[Cl:25][C:26]1[CH:27]=[C:28]([CH2:33][CH2:34][NH:35][CH2:21][C:20]2[CH:23]=[CH:24][C:17]([C:15]3[O:14][N:13]=[C:12]([CH2:1][CH2:2][CH2:3][CH2:4][CH2:5][CH2:6][CH2:7][CH2:8][CH2:9][CH2:10][CH3:11])[N:16]=3)=[CH:18][CH:19]=2)[CH:29]=[CH:30][C:31]=1[Cl:32]. Procedure details: The same procedure as employed in the preparation of Example 357 (step a) but using 4-(3-undecyl-1,2,4-oxadiazol-5-yl)benzaldehyde and 2-(3,4-dichlorophenyl)ethylamine gave the title compound as an oil. Reactants: [Li]CCCC, CI, CC(C)NC1CCCCC1, CCOC(=O)Cc1ccc2c(=O)c3ccccc3ccc2c1, C1CCOC1, O. Yields the product CCOC(=O)C(C)c1ccc2c(=O)c3ccccc3ccc2c1, CC(C)[N-]C1CCCCC1, [Li+]. RXN SMILES: [CH2:1]([CH2:2][CH2:3][CH3:4])[Li:5].[CH3:38][I:39].[CH:6]([CH3:7])([CH3:8])[NH:9][CH:10]1[CH2:11][CH2:12][CH2:13][CH2:14][CH2:15]1.[O:16]=[c:17]1[c:18]2[c:19]([cH:20][cH:21][c:22]3[c:23]1[cH:24][cH:25][c:26]([CH2:28][C:29](=[O:30])[O:31][CH2:32][CH3:33])[cH:27]3)[cH:34][cH:35][cH:36][cH:37]2.[O:41]1[CH2:42][CH2:43][CH2:44][CH2:45]1.[OH2:40]>>[CH3:1][CH:28]([c:26]1[cH:25][cH:24][c:23]2[c:17](=[O:16])[c:18]3[c:19]([cH:20][cH:21][c:22]2[cH:27]1)[cH:34][cH:35][cH:36][cH:37]3)[C:29](=[O:30])[O:31][CH2:32][CH3:33].[CH:6]([CH3:7])([CH3:8])[N-:9][CH:10]1[CH2:11][CH2:12][CH2:13][CH2:14][CH2:15]1.[Li+:5].